Dataset: the Open Reaction Database (ORD), a public repository of structured organic reaction records. Task: describe an organic reaction: reactants, conditions, products, and yield Reactants: CN(C)C=O, ClC(Cl)Cl, Nc1ccc(Sc2cnc(N)s2)cc1, O=C(OO)c1cccc(Cl)c1. The product is Nc1ccc(S(=O)c2cnc(N)s2)cc1. As a reaction SMILES: [CH3:30][N:31]([CH3:32])[CH:33]=[O:34].[CH:26]([Cl:27])([Cl:28])[Cl:29].[NH2:1][c:2]1[s:3][c:4]([S:7][c:8]2[cH:9][cH:10][c:11]([NH2:14])[cH:12][cH:13]2)[cH:5][n:6]1.[OH:15][O:16][C:17]([c:18]1[cH:19][c:20]([Cl:21])[cH:22][cH:23][cH:24]1)=[O:25]>>[NH2:1][c:2]1[s:3][c:4]([S:7]([c:8]2[cH:9][cH:10][c:11]([NH2:14])[cH:12][cH:13]2)=[O:15])[cH:5][n:6]1. Starting materials: C1(=CC=CC=C1)C1OCC2=NC(=CC=C2O1)C=C (2-phenyl-6-vinyl-4H-1,3-dioxino[5,4-b]pyridine), ClC=1C=C(C(=O)O)C=CC1 (m-chlorobenzoic acid), ClC1=CC(=CC=C1)C(=O)OO (m-chloroperbenzoic acid), peracid. The solvent is C(Cl)Cl (methylene chloride). Yields the product O1C(C1)C1=CC=C2C(=[N+]1[O-])COC(O2)C2=CC=CC=C2 (6-(1,2-epoxyethyl)-2-phenyl-4H-1,3-dioxino[5,4-b]pyridine N-oxide). Isolated yield 21.0%. As a reaction SMILES: C1([CH:7]2O[C:15]3[C:10](=[N:11][C:12]([CH:17]=C)=[CH:13][CH:14]=3)[CH2:9][O:8]2)C=CC=CC=1.Cl[C:20]1[CH:25]=[CH:24][CH:23]=[C:22]([C:26]([O:28]O)=[O:27])[CH:21]=1.ClC1C=C(C=CC=1)C(O)=[O:35]>C(Cl)Cl>[O:8]1[CH2:7][CH:9]1[C:10]1[N+:11]([O-:35])=[C:12]2[CH2:17][O:27][CH:26]([C:22]3[CH:23]=[CH:24][CH:25]=[CH:20][CH:21]=3)[O:28][C:13]2=[CH:14][CH:15]=1. Procedure details: In a 4-neck 500 ml., round bottom flask, fitted with a reflux condenser, a mechanical stirrer/magnetic stirring bar and a thermometer, was placed 2-phenyl-6-vinyl-4H-1,3-dioxino[5,4-b]pyridine (8.0 g., 0.033 mole) in methylene chloride (250 ml.). The solution was treated portion wise with m-chloroperbenzoic acid (20.0 g., 0.116 mole). When all of the peracid was added, the solution was heated at reflux overnight. Upon cooling m-chlorobenzoic acid crystallized from the reaction mixture and was fi... The reactants are C(CCC)[Li] (n-butyllithium), B(F)(F)F.CCOCC (Boron trifluoride diethyl etherate), CC1(CC1)[C@H]1C[C@@H]2C(=NOC2)CO1 (rel-(3aR,5R)-5-(1-methylcyclopropyl)-3,3a,4,5-tetrahydro-7H-pyrano[3,4-c][1,2]oxazole), FC1=C(C=CC(=C1)F)I (2,4-difluoro-1-iodobenzene). Run in C1(=CC=CC=C1)C (toluene). Run at time 30 minute. The product is FC1=C(C=CC(=C1)F)[C@@]12NOC[C@@H]1C[C@@H](OC2)C2(CC2)C (rel-(3aR,5R,7aS)-7a-(2,4-difluorophenyl)-5-(1-methylcyclopropyl)hexahydro-1H-pyrano[3,4-c][1,2]oxazole). Reaction SMILES: B(F)(F)F.CCOCC.[CH3:10][C:11]1([C@@H:14]2[O:22][CH2:21][C:17]3=[N:18][O:19][CH2:20][C@@H:16]3[CH2:15]2)[CH2:13][CH2:12]1.[F:23][C:24]1[CH:29]=[C:28]([F:30])[CH:27]=[CH:26][C:25]=1I.C([Li])CCC>C1(C)C=CC=CC=1>[F:23][C:24]1[CH:29]=[C:28]([F:30])[CH:27]=[CH:26][C:25]=1[C@:17]12[CH2:21][O:22][C@@H:14]([C:11]3([CH3:10])[CH2:12][CH2:13]3)[CH2:15][C@H:16]1[CH2:20][O:19][NH:18]2 |f:0.1|. Reported procedure: Boron trifluoride diethyl etherate (7.86 g, 25.9 mmol) was added drop-wise to a solution of rel-(3aR,5R)-5-(1-methylcyclopropyl)-3,3a,4,5-tetrahydro-7H-pyrano[3,4-c][1,2]oxazole (C56) (4.255 g, 23.5 mmol) in toluene (500 mL) at an internal temperature of −72.5° C. The reaction mixture was stirred at −73° C. to −76° C. for 30 minutes, then treated with 2,4-difluoro-1-iodobenzene (98%, 6.22 g, 25.9 mmol) in one portion. While the reaction temperature was maintained below −73° C., n-butyllithium (2...